Dataset: the Open Reaction Database (ORD), a public repository of structured organic reaction records. Task: describe an organic reaction: reactants, conditions, products, and yield Reactants: OC=1C(=C2CCC(OC2=C(C1C)C)(C(=O)O)C)C (6-hydroxy-2,5,7,8-tetramethychroman-2-carboxylic acid), C1(=CC=C(C=C1)S(=O)(=O)O)C (p-toluenesulfonic acid). Run in CO (methanol). Product: COC(=O)C1(OC2=C(C(=C(C(=C2CC1)C)O)C)C)C (methyl-6-hydroxy-2,5,7,8-tetramethylchroman-2-carboxylate). RXN SMILES: [OH:1][C:2]1[C:3]([CH3:18])=[C:4]2[C:9](=[C:10]([CH3:13])[C:11]=1[CH3:12])[O:8][C:7]([CH3:17])([C:14]([OH:16])=[O:15])[CH2:6][CH2:5]2.[C:19]1(C)C=CC(S(O)(=O)=O)=CC=1>CO>[CH3:19][O:15][C:14]([C:7]1([CH3:17])[CH2:6][CH2:5][C:4]2[C:9](=[C:10]([CH3:13])[C:11]([CH3:12])=[C:2]([OH:1])[C:3]=2[CH3:18])[O:8]1)=[O:16]. Procedure: A mixture of 6-hydroxy-2,5,7,8-tetramethychroman-2-carboxylic acid (5.0 g), methanol (100 ml) and p-toluenesulfonic acid (5 mg) is heated at reflux for 18 hr. The mixture is allowed to cool to 20°-25° and the solid collected and washed with ether and dried to give methyl-6-hydroxy-2,5,7,8-tetramethylchroman-2-carboxylate. Methyl-6-hydroxy-2,5,7,8-tetramethychroman-2-carboxylate in THF (50 ml), is added to a suspension of lithium aluminum hydride (1.58 g) in THF (50 ml) at 0° dropwise over 15-20 ... Starting materials: CCOC(=O)CC#N, CC(C)(C)OC(=O)N1CCNCC1, Cc1ccccc1. Product: CC(C)(C)OC(=O)N1CCN(C(=O)CC#N)CC1. Reaction SMILES: [C:14](#[N:15])[CH2:16][C:17](=[O:18])[O:19][CH2:20][CH3:21].[C:1]([CH3:2])([CH3:3])([CH3:4])[O:5][C:6](=[O:7])[N:8]1[CH2:9][CH2:10][NH:11][CH2:12][CH2:13]1.[CH3:22][c:23]1[cH:24][cH:25][cH:26][cH:27][cH:28]1>>[C:1]([CH3:2])([CH3:3])([CH3:4])[O:5][C:6](=[O:7])[N:8]1[CH2:9][CH2:10][N:11]([C:17]([CH2:16][C:14]#[N:15])=[O:18])[CH2:12][CH2:13]1. Reactants: C([O-])([O-])=O.[NH4+].[NH4+] (Ammonium carbonate), ON1N=NC2=C1C=CC=C2 (1-Hydroxybenzotriazole), CCN=C=NCCCN(C)C (EDCI), C(C)(C)N(C(C)C)CC (N,N-diisopropylethylamine), C(C)(C)(C)OC(=O)N1CCC(CC1)C1=CC=C(C=C1)NC1=NC=C(C(=N1)CCC1=NC=CC=C1CC(=O)[O-])C(F)(F)F.[Li+] (lithium 2-(2-(2-(2-((4-(1-(tert-butoxycarbonyl)piperidin-4-yl)phenyl)amino)-5-(trifluoromethyl)pyrimidin-4-yl)ethyl)pyridin-3-yl)acetate). The solvent is C1CCOC1 (THF), CN(C)C=O (DMF). Reaction conditions: time 18 hour. Yields the product NC(CC=1C(=NC=CC1)CCC1=NC(=NC=C1C(F)(F)F)NC1=CC=C(C=C1)C1CCN(CC1)C(=O)OC(C)(C)C)=O (tert-Butyl 4-(4-((4-(2-(3-(2-amino-2-oxoethyl)pyridin-2-yl)ethyl)-5-(trifluoromethyl)pyrimidin-2-yl)amino)phenyl)piperidine-1-carboxylate). RXN SMILES: O[N:2]1C2C=CC=CC=2N=N1.CCN=C=NCCCN(C)C.C(N(CC)C(C)C)(C)C.[C:31]([O:35][C:36]([N:38]1[CH2:43][CH2:42][CH:41]([C:44]2[CH:49]=[CH:48][C:47]([NH:50][C:51]3[N:56]=[C:55]([CH2:57][CH2:58][C:59]4[C:64]([CH2:65][C:66]([O-])=[O:67])=[CH:63][CH:62]=[CH:61][N:60]=4)[C:54]([C:69]([F:72])([F:71])[F:70])=[CH:53][N:52]=3)=[CH:46][CH:45]=2)[CH2:40][CH2:39]1)=[O:37])([CH3:34])([CH3:33])[CH3:32].[Li+].C(=O)([O-])[O-].[NH4+].[NH4+]>C1COCC1.CN(C=O)C>[NH2:2][C:66](=[O:67])[CH2:65][C:64]1[C:59]([CH2:58][CH2:57][C:55]2[C:54]([C:69]([F:71])([F:72])[F:70])=[CH:53][N:52]=[C:51]([NH:50][C:47]3[CH:46]=[CH:45][C:44]([CH:41]4[CH2:40][CH2:39][N:38]([C:36]([O:35][C:31]([CH3:33])([CH3:32])[CH3:34])=[O:37])[CH2:43][CH2:42]4)=[CH:49][CH:48]=3)[N:56]=2)=[N:60][CH:61]=[CH:62][CH:63]=1 |f:3.4,5.6.7|. Procedure details: 1-Hydroxybenzotriazole (20.4 mg, 0.151 mmol), EDCI (29.0 mg, 0.151 mmol) and N,N-diisopropylethylamine (0.192 mL, 1.10 mmol) were added to a solution of lithium 2-(2-(2-(2-((4-(1-(tert-butoxycarbonyl)piperidin-4-yl)phenyl)amino)-5-(trifluoromethyl)pyrimidin-4-yl)ethyl)pyridin-3-yl)acetate (I123) (81.3 mg, 0.137 mmol) in dry THF (6 mL) and dry DMF (1 mL) under an atmosphere of nitrogen. Ammonium carbonate (I06 mg, 1.10 mmol) was added in one portion to the stirred reaction mixture after 10 minute... The reactants are CC(O)CO, CC(C)=CCCC(C)=CCCC(C)CC#N, [K+], [OH-], O. Product: CC(C)=CCCC(C)=CCCC(C)CC(=O)O. Reaction SMILES: [CH2:19]([OH:20])[CH:21]([OH:22])[CH3:23].[CH3:1][CH:2]([CH2:3][C:4]#[N:5])[CH2:6][CH2:7][CH:8]=[C:9]([CH2:10][CH2:11][CH:12]=[C:13]([CH3:14])[CH3:15])[CH3:16].[K+:18].[OH-:17].[OH2:24]>>[CH3:1][CH:2]([CH2:3][C:4](=[O:17])[OH:22])[CH2:6][CH2:7][CH:8]=[C:9]([CH2:10][CH2:11][CH:12]=[C:13]([CH3:14])[CH3:15])[CH3:16].